This data is from the Open Reaction Database (ORD), a public repository of structured organic reaction records. The task is: describe an organic reaction: reactants, conditions, products, and yield Starting materials: C(CCC)C=1N(C(=CN1)C(C(=O)OCC)(C(=O)OCC)CC1=CC=CC=C1)CC1=C(C=CC=C1)Cl (diethyl [2-n-butyl-1-{(2-chlorophenyl)methyl}-1H-imidazol-5-yl]-2-benzyl-malonate), [OH-].[K+] (potassium hydroxide). Solvent: C(C)O (ethanol), O (water). Run at time 24 hour. Yields the product C(C1=CC=CC=C1)C(C(=O)O)C(=O)O (2-benzyl-malonic acid). RXN SMILES: C(C1N(CC2C=CC=CC=2Cl)C([C:10]([CH2:21][C:22]2[CH:27]=[CH:26][CH:25]=[CH:24][CH:23]=2)([C:16]([O:18]CC)=[O:17])[C:11]([O:13]CC)=[O:12])=CN=1)CCC.[OH-].[K+]>C(O)C.O>[CH2:21]([CH:10]([C:11]([OH:13])=[O:12])[C:16]([OH:18])=[O:17])[C:22]1[CH:27]=[CH:26][CH:25]=[CH:24][CH:23]=1 |f:1.2|. Procedure: A solution of diethyl [2-n-butyl-1-{(2-chlorophenyl)methyl}-1H-imidazol-5-yl]-2-benzyl-malonate [Example 8(iii)] (5.54 g, 0.0108 mol) in ethanol (75 mL) was treated all at once with a solution of potassium hydroxide (3.65 g, 0.065 mol) in water (50 mL). The resulting mixture was stirred at room temperature for 24 hours, then refluxed for 3 hours. The ethanol was evaporated, water was added to the aqueous product, and the basic solution was extracted with diethyl ether. The aqueous layer was acid... Reactants: COC(C1=CC(=C(C(=C1)C)Br)S(=O)(=O)CC1=C(C(=CC=C1)Cl)[N+](=O)[O-])=O (4-Bromo-3-(3-chloro-2-nitro-phenylmethanesulfonyl)-5-methylbenzoic acid methyl ester). The reagents and catalysts are [Ni] (Raney-Nickel). The solvent is CN(C=O)C (dimethylformamide). Conditions: time 2 hour. Yields the product COC(C1=CC(=C(C(=C1)C)Br)S(=O)(=O)CC1=C(C(=CC=C1)Cl)N)=O (3-(2-Amino-3-chloro-phenylmethanesulfonyl)-4-bromo-5-methyl benzoic acid methyl ester). Reaction SMILES: [CH3:1][O:2][C:3](=[O:26])[C:4]1[CH:9]=[C:8]([CH3:10])[C:7]([Br:11])=[C:6]([S:12]([CH2:15][C:16]2[CH:21]=[CH:20][CH:19]=[C:18]([Cl:22])[C:17]=2[N+:23]([O-])=O)(=[O:14])=[O:13])[CH:5]=1>CN(C)C=O.[Ni]>[CH3:1][O:2][C:3](=[O:26])[C:4]1[CH:9]=[C:8]([CH3:10])[C:7]([Br:11])=[C:6]([S:12]([CH2:15][C:16]2[CH:21]=[CH:20][CH:19]=[C:18]([Cl:22])[C:17]=2[NH2:23])(=[O:14])=[O:13])[CH:5]=1. Procedure details: Activated Raney-Nickel was added to a solution of compound of Example 37c (1.50 g, 3.46 mmol) in dimethylformamide (100 mL). The reaction mixture was subjected to hydrogenation (25 psi pressure) for 2 h. Catalyst was filtered-off, washed with dimethylformamide and concentrated to obtain the crude product, which was then purified by column chromatography (silica gel, 30% ethyl acetate in pet. ether 60-80° C.) to obtain the title compound. Yield: 0.785 g, (56.07%). MS: m/e (ES+) 433 (M+1). Starting materials: O=C(C1CC1)N1CCC(Cc2n[nH]c(=O)n2-c2ccc(Br)c(O)c2)C1, O=C([O-])[O-], CC1(C)OB(c2ccc3occc3c2)OC1(C)C, [Cs+], [Cs+]. Product: O=C(C1CC1)N1CCC(Cc2n[nH]c(=O)n2-c2ccc(-c3ccc4occc4c3)c(O)c2)C1. Reaction SMILES: [Br:1][c:2]1[c:3]([OH:25])[cH:4][c:5](-[n:8]2[c:9](=[O:24])[nH:10][n:11][c:12]2[CH2:13][CH:14]2[CH2:15][N:16]([C:19](=[O:20])[CH:21]3[CH2:22][CH2:23]3)[CH2:17][CH2:18]2)[cH:6][cH:7]1.[C:44](=[O:45])([O-:46])[O-:47].[CH3:26][C:27]1([CH3:28])[C:29]([CH3:30])([CH3:31])[O:32][B:33]([c:34]2[cH:35][cH:36][c:37]3[c:38]([cH:39][cH:40][o:41]3)[cH:42]2)[O:43]1.[Cs+:48].[Cs+:49]>>[c:2]1(-[c:34]2[cH:35][cH:36][c:37]3[c:38]([cH:39][cH:40][o:41]3)[cH:42]2)[c:3]([OH:25])[cH:4][c:5](-[n:8]2[c:9](=[O:24])[nH:10][n:11][c:12]2[CH2:13][CH:14]2[CH2:15][N:16]([C:19](=[O:20])[CH:21]3[CH2:22][CH2:23]3)[CH2:17][CH2:18]2)[cH:6][cH:7]1. The reactants are Cl (hydrochloric acid), CC1=C(N=C(O1)C1=CC=CC=C1)COC=1C=C(CSC=2C=C(C(=O)OC)C=CC2)C=CC1 (methyl 3-[3-[(5-methyl-2-phenyl-4-oxazolyl)methoxy]benzylthio]benzoate), O1CCCC1 (tetrahydrofuran), [H-].[Al+3].[Li+].[H-].[H-].[H-] (lithium aluminum hydride). The solvent is O (water). Run at time 2 hour. Yields the product CC1=C(N=C(O1)C1=CC=CC=C1)COC=1C=C(CSC=2C=C(C=O)C=CC2)C=CC1 (3-[3-[(5-methyl-2-phenyl-4-oxazolyl)methoxy]benzylthio]benzaldehyde). Yield: 75.5%. As a reaction SMILES: [CH3:1][C:2]1[O:6][C:5]([C:7]2[CH:12]=[CH:11][CH:10]=[CH:9][CH:8]=2)=[N:4][C:3]=1[CH2:13][O:14][C:15]1[CH:16]=[C:17]([CH:30]=[CH:31][CH:32]=1)[CH2:18][S:19][C:20]1[CH:21]=[C:22]([CH:27]=[CH:28][CH:29]=1)[C:23](OC)=[O:24].O1CCCC1.[H-].[Al+3].[Li+].[H-].[H-].[H-].Cl>O>[CH3:1][C:2]1[O:6][C:5]([C:7]2[CH:8]=[CH:9][CH:10]=[CH:11][CH:12]=2)=[N:4][C:3]=1[CH2:13][O:14][C:15]1[CH:16]=[C:17]([CH:30]=[CH:31][CH:32]=1)[CH2:18][S:19][C:20]1[CH:21]=[C:22]([CH:27]=[CH:28][CH:29]=1)[CH:23]=[O:24] |f:2.3.4.5.6.7|. Reported procedure: To a mixture of methyl 3-[3-[(5-methyl-2-phenyl-4-oxazolyl)methoxy]benzylthio]benzoate (2.20 g) and tetrahydrofuran (80 mL) was added lithium aluminum hydride (0.19 g) under ice-cooling, and the mixture was stirred for 2 hrs. The reaction mixture was poured into iced water, acidified with 2N hydrochloric acid and extracted with ethyl acetate. The organic layer was washed with water, dried over anhydrous magnesium sulfate and concentrated. The obtained oil was dissolved in toluene (80 mL). Mangan... Starting materials: FC1=CC=C(N)C=C1 (4-fluoroaniline), CC1=CC(=NC(=N1)N1C(C2=C(CC1)C=CS2)C)Cl (6-methyl-2-(7-methyl-4,5,6,7-tetrahydrothieno[2,3-c]pyridin-6-yl)-4-chloropyrimidine). The solvent is CN(C=O)C (dimethylformamide). Yields the product Cl.CC1=CC(=NC(=N1)N1C(C2=C(CC1)C=CS2)C)NC2=CC=C(C=C2)F (6-methyl-4-(4-fluorophenylamino)-2-(7-methyl-4,5,6,7-tetrahydrothieno[2,3-c]pyridin-6-yl)pyrimidine hydrochloride). Isolated yield 42.6%. Reaction SMILES: [F:1][C:2]1[CH:8]=[CH:7][C:5]([NH2:6])=[CH:4][CH:3]=1.[CH3:9][C:10]1[N:15]=[C:14]([N:16]2[CH2:21][CH2:20][C:19]3[CH:22]=[CH:23][S:24][C:18]=3[CH:17]2[CH3:25])[N:13]=[C:12]([Cl:26])[CH:11]=1>CN(C)C=O>[ClH:26].[CH3:9][C:10]1[N:15]=[C:14]([N:16]2[CH2:21][CH2:20][C:19]3[CH:22]=[CH:23][S:24][C:18]=3[CH:17]2[CH3:25])[N:13]=[C:12]([NH:6][C:5]2[CH:7]=[CH:8][C:2]([F:1])=[CH:3][CH:4]=2)[CH:11]=1 |f:3.4|. Reported procedure: After 4-fluoroaniline(0.26 ml, 2.74 mmol) was added to a mixture solution of 6-methyl-2-(7-methyl-4,5,6,7-tetrahydrothieno[2,3-c]pyridin-6-yl)-4-chloropyrimidine(0.5 g, 1.8 mmol) and dimethylformamide(10 ml), 0.30 g of the titled compound was obtained in accordance with the same procedure as in Step 4 of Example 57. The reactants are C(C)(C)(C)OC(=O)N1[C@H](C(=O)N(CCCC2=CC=CC=C2)C)CCC1 (1-(tert-butyloxycarbonyl)-N-methyl-N-(3-phenylpropyl)-L-prolinamide), C(C)(=O)OCC.Cl (ethyl acetate hydrogen chloride). Product: Cl.CN(C([C@H]1NCCC1)=O)CCCC1=CC=CC=C1 (N-methyl-N-(3-phenylpropyl)-L-prolinamide hydrochloride). RXN SMILES: C(OC([N:8]1[CH2:25][CH2:24][CH2:23][C@H:9]1[C:10]([N:12]([CH3:22])[CH2:13][CH2:14][CH2:15][C:16]1[CH:21]=[CH:20][CH:19]=[CH:18][CH:17]=1)=[O:11])=O)(C)(C)C.C(OCC)(=O)C.[ClH:32]>>[ClH:32].[CH3:22][N:12]([CH2:13][CH2:14][CH2:15][C:16]1[CH:17]=[CH:18][CH:19]=[CH:20][CH:21]=1)[C:10](=[O:11])[C@@H:9]1[CH2:23][CH2:24][CH2:25][NH:8]1 |f:1.2,3.4|. Procedure: A solution of 1-(tert-butyloxycarbonyl)-N-methyl-N-(3-phenylpropyl)-L-prolinamide in ethyl acetate-hydrogen chloride (3,9 N, 30 ml.) was stirred at room temperature for one hour, then concentrated, affording N-methyl-N-(3-phenylpropyl)-L-prolinamide hydrochloride as a syrup (2.4 g.).